This data is from the Open Reaction Database (ORD), a public repository of structured organic reaction records. The task is: describe an organic reaction: reactants, conditions, products, and yield Starting materials: C([O-])(O)=O.[Na+] (sodium bicarbonate), BrC=1C=CC2=C(C(=NCC(=N2)NN)C2=NC=CC=C2)C1 (7-bromo-2-hydrazino-5-(2-pyridinyl)-3H-1,4-benzodiazepine), C(CCC)(=O)Cl (butyryl chloride), C(CCC)(=O)Cl (butyryl chloride). The solvent is O1CCCC1 (tetrahydrofuran). Reaction conditions: time 4.5 hour. Yields the product BrC=1C=CC2=C(C(=NCC=3N2C(=NN3)CCC)C3=NC=CC=C3)C1 (8-Bromo-1-propyl-6-(2-pyridinyl)-4H-[1,2,4]triazolo[4,3-a][1,4]benzodiazepine). RXN SMILES: [Br:1][C:2]1[CH:3]=[CH:4][C:5]2[N:11]=[C:10]([NH:12][NH2:13])[CH2:9][N:8]=[C:7]([C:14]3[CH:19]=[CH:18][CH:17]=[CH:16][N:15]=3)[C:6]=2[CH:20]=1.[C:21](Cl)(=O)[CH2:22][CH2:23][CH3:24].C(=O)(O)[O-].[Na+]>O1CCCC1>[Br:1][C:2]1[CH:3]=[CH:4][C:5]2[N:11]3[C:21]([CH2:22][CH2:23][CH3:24])=[N:13][N:12]=[C:10]3[CH2:9][N:8]=[C:7]([C:14]3[CH:19]=[CH:18][CH:17]=[CH:16][N:15]=3)[C:6]=2[CH:20]=1 |f:2.3|. Reported procedure: A mixture of 1.5 g of 7-bromo-2-hydrazino-5-(2-pyridinyl)-3H-1,4-benzodiazepine in 45 ml of tetrahydrofuran cooled in an ice bath over a nitrogen atmosphere is added 0.57 ml of butyryl chloride dropwise over 90 sec. After stirring for 4.5 hrs, there is added an additional 0.1 ml of butyryl chloride. The resulting mixture is then stirred at ambient temperature for 18 hrs, poured into 300 ml of aqueous sodium bicarbonate and filtered. The filtrate is extracted with dichloromethane, washed with dil... Reactants: [H-].[Na+] (NaH), C(C)OP(=O)(OCC)CC(=O)OC(C)(C)C (t-butyl diethylphosphonoacetate), C1(=CC=CC=C1)CCCCC=O (5-Phenylpentanal). Run in C1CCOC1 (THF). Conditions: temperature -40 celsius, time 30 minute. Yields the product C1(=CC=CC=C1)CCCCC=CC(=O)OC(C)(C)C (t-butyl 7-phenylhept-2-enoate). Reaction SMILES: C(OP([CH2:9][C:10]([O:12][C:13]([CH3:16])([CH3:15])[CH3:14])=[O:11])(OCC)=O)C.[H-].[Na+].[C:19]1([CH2:25][CH2:26][CH2:27][CH2:28][CH:29]=O)[CH:24]=[CH:23][CH:22]=[CH:21][CH:20]=1>C1COCC1>[C:19]1([CH2:25][CH2:26][CH2:27][CH2:28][CH:29]=[CH:9][C:10]([O:12][C:13]([CH3:14])([CH3:15])[CH3:16])=[O:11])[CH:24]=[CH:23][CH:22]=[CH:21][CH:20]=1 |f:1.2|. Procedure: t-butyl diethylphosphonoacetate (18 g; 70 mmol) is dissolved in dry THF (250 mL) and cooled to -40° C. NaH (60% in oil; 2.8 g; 70 mmol) is added and the reaction is warmed to 0° C. Gas evolution is controlled with cooling and then stirred at 20° C. for 30 minutes. 5-Phenylpentanal (11.3 g; 70 mmol) is added and the reaction stirred 20 minutes. The reaction is concentrated to half volume and petroleum ether (500 mL) is added. The reaction is washed with 100 mL water, 100 mL 0.5 N HCl, NaHCO3, bri...